describe an organic reaction: reactants, conditions, products, and yield From a dataset of the Open Reaction Database (ORD), a public repository of structured organic reaction records. Reactants: O=C1Cc2cccc(F)c2N1, O, O=[N+]([O-])O, O=S(=O)(O)O. Product: O=C1Cc2cc([N+](=O)[O-])cc(F)c2N1. RXN SMILES: [F:1][c:2]1[cH:3][cH:4][cH:5][c:6]2[c:10]1[NH:9][C:8](=[O:11])[CH2:7]2.[OH2:16].[OH:12][N+:13]([O-:14])=[O:15].[S:17](=[O:18])(=[O:19])([OH:20])[OH:21]>>[F:1][c:2]1[cH:3][c:4]([N+:13](=[O:12])[O-:14])[cH:5][c:6]2[c:10]1[NH:9][C:8](=[O:11])[CH2:7]2. Reactants: CN(C1=CC=C(C=C1)NC(C1=C(C=CC=C1)NC(=O)NCCCCCCC)=O)C (N-(4-dimethylaminophenyl)-2-(3-heptylureido)benzamide), Cl.C(C)(=O)OCC (HCl ethyl acetate). Solvent: C(C)O (ethanol). The product is Cl.CN(C1=CC=C(C=C1)NC(C1=C(C=CC=C1)NC(=O)NCCCCCCC)=O)C (N-(4-dimethylaminophenyl)-2-(3-heptylureido)benzamide monohydrochloride). Yield: 99.0%. Reaction SMILES: [CH3:1][N:2]([CH3:29])[C:3]1[CH:8]=[CH:7][C:6]([NH:9][C:10](=[O:28])[C:11]2[CH:16]=[CH:15][CH:14]=[CH:13][C:12]=2[NH:17][C:18]([NH:20][CH2:21][CH2:22][CH2:23][CH2:24][CH2:25][CH2:26][CH3:27])=[O:19])=[CH:5][CH:4]=1.[ClH:30].C(OCC)(=O)C>C(O)C>[ClH:30].[CH3:29][N:2]([CH3:1])[C:3]1[CH:8]=[CH:7][C:6]([NH:9][C:10](=[O:28])[C:11]2[CH:16]=[CH:15][CH:14]=[CH:13][C:12]=2[NH:17][C:18]([NH:20][CH2:21][CH2:22][CH2:23][CH2:24][CH2:25][CH2:26][CH3:27])=[O:19])=[CH:5][CH:4]=1 |f:1.2,4.5|. Reported procedure: To a solution of N-(4-dimethylaminophenyl)-2-(3-heptylureido)benzamide (0.70 g) in ethanol (10 ml) was added 4N-HCl/ethyl acetate solution (0.48 ml) under ice-cooling, and the mixture was concentrated to dryness to give N-(4-dimethylaminophenyl)-2-(3-heptylureido)benzamide monohydrochloride (0.77 g, 99%) as a non-crystallizable solid. The reactants are C[Si](C)(C)C(C)O (trimethylsilylethanol), C1(CCCCC1)N=C=NC1CCCCC1 (dicyclohexylcarbodiimide), NC=1SC=C(N1)CC(=O)O (2-aminothiazol-4-ylacetic acid). Reagents/catalysts: CN(C1=CC=NC=C1)C (4-dimethylaminopyridine). The solvent is C(C)#N (acetonitrile). Reaction conditions: time 2 day. Product: NC=1SC=C(N1)CC(=O)OCC[Si](C)(C)C (Trimethylsilylethyl 2-aminothiazol-4-ylacetate). As a reaction SMILES: [CH3:1][Si:2]([CH:5](O)[CH3:6])([CH3:4])[CH3:3].C1(N=C=NC2CCCCC2)CCCCC1.[NH2:23][C:24]1[S:25][CH:26]=[C:27]([CH2:29][C:30]([OH:32])=[O:31])[N:28]=1>CN(C)C1C=CN=CC=1.C(#N)C>[NH2:23][C:24]1[S:25][CH:26]=[C:27]([CH2:29][C:30]([O:32][CH2:6][CH2:5][Si:2]([CH3:4])([CH3:3])[CH3:1])=[O:31])[N:28]=1. Reported procedure: 11.2 g (15.8 ml, 0.1 mol) of trimethylsilylethanol, 100 mg of 4-dimethylaminopyridine and 11.4 g of dicyclohexylcarbodiimide are added at room temperature to 7.9 g (0.05 mol) of 2-aminothiazol-4-ylacetic acid in 50 ml of acetonitrile and the mixture is stirred for 2 days. The precipitated urea is then filtered off under suction, washed with ether, the washings are concentrated on a rotary evaporator and the residue is taken up in ether and the ethereal solution is washed with 0.5N hydrochloric a... Starting materials: CC(=O)Cl, CC(=O)O, Cl, O=c1ccc2ccc(OCCCNCC3COc4cc(O)ccc4O3)cc2o1. Product: CC(=O)Oc1ccc2c(c1)OCC(CNCCCOc1ccc3ccc(=O)oc3c1)O2. Reaction SMILES: [CH3:30][C:31]([Cl:32])=[O:33].[CH3:34][C:35](=[O:36])[OH:37].[ClH:1].[OH:2][c:3]1[cH:4][c:5]2[c:6]([cH:28][cH:29]1)[O:7][CH:8]([CH2:11][NH:12][CH2:13][CH2:14][CH2:15][O:16][c:17]1[cH:18][c:19]3[c:20]([cH:21][cH:22][c:23](=[O:25])[o:24]3)[cH:26][cH:27]1)[CH2:9][O:10]2>>[O:2]([c:3]1[cH:4][c:5]2[c:6]([cH:28][cH:29]1)[O:7][CH:8]([CH2:11][NH:12][CH2:13][CH2:14][CH2:15][O:16][c:17]1[cH:18][c:19]3[c:20]([cH:21][cH:22][c:23](=[O:25])[o:24]3)[cH:26][cH:27]1)[CH2:9][O:10]2)[C:31]([CH3:30])=[O:33].